Task: describe an organic reaction: reactants, conditions, products, and yield. Dataset: the Open Reaction Database (ORD), a public repository of structured organic reaction records The reactants are [H-] (hydride), [H-].COCCO[Al+]OCCOC.[Na+].[H-] (sodium bis(2-methoxyethoxy)aluminum hydride), C1(=CC=CC=C1)P(=O)(C1=CC=CC=C1)N=[N+]=[N-] (diphenylphosphoryl azide), BrC=1C=CC2=C(C(=CS2)CCN(C)C)C1 (5-bromo-3-(N',N'-dimethyl-2-aminoethyl)benzothiophene), C(CCC)[Li] (n-butyllithium), [OH-].[Na+] (sodium hydroxide). Solvent: O (water), O1CCCC1 (tetrahydrofuran), O1CCCC1 (tetrahydrofuran). Conditions: temperature -78 celsius, time 10 minute. Product: NC=1C=CC2=C(C(=CS2)CCN(C)C)C1 (5-amino-3-(N',N'-dimethyl-2-aminoethyl)benzothiophene). The yield is 18.0%. As a reaction SMILES: Br[C:2]1[CH:3]=[CH:4][C:5]2[S:9][CH:8]=[C:7]([CH2:10][CH2:11][N:12]([CH3:14])[CH3:13])[C:6]=2[CH:15]=1.C([Li])CCC.C1(P([N:35]=[N+]=[N-])(C2C=CC=CC=2)=O)C=CC=CC=1.[H-].COCCO[Al+]OCCOC.[Na+].[H-].[H-].[OH-].[Na+]>O1CCCC1.O>[NH2:35][C:2]1[CH:3]=[CH:4][C:5]2[S:9][CH:8]=[C:7]([CH2:10][CH2:11][N:12]([CH3:14])[CH3:13])[C:6]=2[CH:15]=1 |f:3.4.5.6,8.9|. Procedure: A solution of 0.193 gm (0.68 mMol) 5-bromo-3-(N',N'-dimethyl-2-aminoethyl)benzothiophene in 10 mL tetrahydrofuran was cooled to -78° C. and then to it were added 0.425 mL (0.68 mMol) n-butyllithium (1.6M in hexane). The reaction mixture was stirred at -78° C. for 10 minutes and then this solution was cannulated into a solution of 0.18 mL (0.83 mMol) diphenylphosphoryl azide in 10 mL tetrahydrofuran at -78° C. The reaction mixture was maintained at this temperature for 2 hours and then 1 mL (3.56... Starting materials: COCSC1=CC=C(C=C1)CC(=O)O ((4-methoxymethylsulfanyl-phenyl)-acetic acid), ICC1CCCC1 (iodomethylcyclopentane), solution, C(CCC)[Li] (n-butyllithium), hexanes, C(C)(C)NC(C)C (diisopropylamine). Run in O1CCCC1 (tetrahydrofuran), CN1C(N(CCC1)C)=O (1,3-dimethyl-3,4,5,6-tetrahydro-2(1H)-pyrimidinone), O1CCCC1 (tetrahydrofuran). Conditions: temperature -78 celsius, time 30 minute. Product: hexanes ethyl acetate, C1(CCCC1)CC(C(=O)O)C1=CC=C(C=C1)SCOC (3-cyclopentyl-2-(4-methoxymethylsulfanyl-phenyl)-propionic acid). Isolated yield 65.3%. RXN SMILES: C(NC(C)C)(C)C.C([Li])CCC.[CH3:13][O:14][CH2:15][S:16][C:17]1[CH:22]=[CH:21][C:20]([CH2:23][C:24]([OH:26])=[O:25])=[CH:19][CH:18]=1.I[CH2:28][CH:29]1[CH2:33][CH2:32][CH2:31][CH2:30]1>O1CCCC1.CN1CCCN(C)C1=O>[CH:29]1([CH2:28][CH:23]([C:20]2[CH:21]=[CH:22][C:17]([S:16][CH2:15][O:14][CH3:13])=[CH:18][CH:19]=2)[C:24]([OH:26])=[O:25])[CH2:33][CH2:32][CH2:31][CH2:30]1. Reported procedure: A solution of diisopropylamine (0.37 mL, 2.62 mmol) in tetrahydrofuran (2 mL) was cooled to −78° C. and then treated with a 2.5M solution of n-butyllithium in hexanes (1.05 mL, 2.62 mmol). This solution was stirred at −78° C. for 30 min and then treated with a solution of (4-methoxymethylsulfanyl-phenyl)-acetic acid (223 mg, 1.05 mmol) in tetrahydrofuran (1.5 mL) and 1,3-dimethyl-3,4,5,6-tetrahydro-2(1H)-pyrimidinone (0.5 mL). The reaction mixture was allowed to stir at −78° C. for 1 h. At this ... Starting materials: Cc1ccc(S(=O)(=O)O)cc1, CO, c1cnc2ccc(Cn3nnc4cnc(-c5cnn(CCOC6CCCCO6)c5)nc43)cc2c1, O. Yields the product OCCn1cc(-c2ncc3nnn(Cc4ccc5ncccc5c4)c3n2)cn1. Reaction SMILES: [CH3:35][c:36]1[cH:37][cH:38][c:39]([S:40]([OH:41])(=[O:42])=[O:43])[cH:44][cH:45]1.[CH3:47][OH:48].[O:1]1[CH2:2][CH2:3][CH2:4][CH2:5][CH:6]1[O:7][CH2:8][CH2:9][n:10]1[n:11][cH:12][c:13](-[c:15]2[n:16][cH:17][c:18]3[c:19]([n:20]2)[n:21]([CH2:24][c:25]2[cH:26][c:27]4[cH:28][cH:29][cH:30][n:31][c:32]4[cH:33][cH:34]2)[n:22][n:23]3)[cH:14]1.[OH2:46]>>[OH:7][CH2:8][CH2:9][n:10]1[n:11][cH:12][c:13](-[c:15]2[n:16][cH:17][c:18]3[c:19]([n:20]2)[n:21]([CH2:24][c:25]2[cH:26][c:27]4[cH:28][cH:29][cH:30][n:31][c:32]4[cH:33][cH:34]2)[n:22][n:23]3)[cH:14]1. The reactants are C(C1=CC=CC=C1)NC(C)O (N-benzylaminoethanol), C(=O)O (formic acid), C=O (formaldehyde). Run in CO (methanol). Yields the product C(C1=CC=CC=C1)N(C)C(C)O (N-benzyl-N-methylaminoethanol). The yield is 84.0%. Reaction SMILES: [CH2:1]([NH:8][CH:9]([OH:11])[CH3:10])[C:2]1[CH:7]=[CH:6][CH:5]=[CH:4][CH:3]=1.[CH:12](O)=O.C=O>CO>[CH2:1]([N:8]([CH:9]([OH:11])[CH3:10])[CH3:12])[C:2]1[CH:7]=[CH:6][CH:5]=[CH:4][CH:3]=1. Reported procedure: A mixture consisting of 151 g (1 mol) of N-benzylaminoethanol, 120 ml of 90% formic acid, 120 ml of a 35% aqueous formaldehyde solution and 1 liter of methanol is heated under reflux for 20 hours. The solvent is evaporated off in vacuo and the residue is treated with an aqueous sodium hydroxide solution and then extracted with methylene chloride. After customary treatment, the product is purified by distillation. 138 g of the desired product are obtained. The reactants are ClC1=C(C=CC=C1)C=1OC2=C(C(=CC(=C2C(C1)=O)OC)OC)[C@H]1[C@@H](N(CC1)C1=CC=C(C=C1)OC)COC(C)=O ((±)-trans-Acetic acid 3-[2-(2-chloro-phenyl)-5,7-dimethoxy-4-oxo-4H-chromen-8-yl]-1-(4-methoxy-phenyl)-pyrrolidin-2-ylmethyl ester), [OH-].[Na+] (NaOH). Run in CO (MeOH). The product is ClC1=C(C=CC=C1)C=1OC2=C(C(=CC(=C2C(C1)=O)OC)OC)[C@H]1[C@@H](N(CC1)C1=CC=C(C=C1)OC)CO ((±)-trans-2-(2-Chloro-phenyl)-8-[2-hydroxymethyl-1-(4-methoxy-phenyl)-pyrrolidin-3-yl]-5,7-dimethoxy-chromen-4-one). Reaction SMILES: [Cl:1][C:2]1[CH:7]=[CH:6][CH:5]=[CH:4][C:3]=1[C:8]1[O:9][C:10]2[C:15]([C:16](=[O:18])[CH:17]=1)=[C:14]([O:19][CH3:20])[CH:13]=[C:12]([O:21][CH3:22])[C:11]=2[C@@H:23]1[CH2:27][CH2:26][N:25]([C:28]2[CH:33]=[CH:32][C:31]([O:34][CH3:35])=[CH:30][CH:29]=2)[C@H:24]1[CH2:36][O:37]C(=O)C.[OH-].[Na+]>CO>[Cl:1][C:2]1[CH:7]=[CH:6][CH:5]=[CH:4][C:3]=1[C:8]1[O:9][C:10]2[C:15]([C:16](=[O:18])[CH:17]=1)=[C:14]([O:19][CH3:20])[CH:13]=[C:12]([O:21][CH3:22])[C:11]=2[C@@H:23]1[CH2:27][CH2:26][N:25]([C:28]2[CH:29]=[CH:30][C:31]([O:34][CH3:35])=[CH:32][CH:33]=2)[C@H:24]1[CH2:36][OH:37] |f:1.2|. Reported procedure: Compound of example 123 (1.1 g, 1.94 mmol) in MeOH (5 mL) was hydrolyzed using 5% methanolic NaOH (5 mL) at 50° C. as described in example 4 to get the title compound. Reactants: O=C(CBr)c1ccc(Cl)cc1, CCCCO, OCC(O)c1ccc(Cl)cc1Cl, Cc1ccc(S(=O)(=O)O)cc1, c1ccccc1. Product: Clc1ccc(C2(CBr)OCC(c3ccc(Cl)cc3Cl)O2)cc1. As a reaction SMILES: [Br:1][CH2:2][C:3](=[O:4])[c:5]1[cH:6][cH:7][c:8]([Cl:11])[cH:9][cH:10]1.[CH2:35]([OH:36])[CH2:37][CH2:38][CH3:39].[Cl:12][c:13]1[c:14]([CH:20]([CH2:21][OH:22])[OH:23])[cH:15][cH:16][c:17]([Cl:19])[cH:18]1.[c:24]1([CH3:25])[cH:26][cH:27][c:28]([S:29]([OH:30])(=[O:31])=[O:32])[cH:33][cH:34]1.[cH:40]1[cH:41][cH:42][cH:43][cH:44][cH:45]1>>[Br:1][CH2:2][C:3]1([c:5]2[cH:6][cH:7][c:8]([Cl:11])[cH:9][cH:10]2)[O:4][CH2:21][CH:20]([c:14]2[c:13]([Cl:12])[cH:18][c:17]([Cl:19])[cH:16][cH:15]2)[O:23]1. Starting materials: [N+](=O)([O-])C=1C=C(OCC(=O)OCC)C=CC1 (ethyl 3-nitrophenoxyacetate), Cl (hydrochloric acid). Reagents/catalysts: [Fe] (iron). Solvent: C(C)O (ethanol). The product is NC=1C=C(OCC(=O)OCC)C=CC1 (ethyl 3-aminophenoxyacetate). Yield: 66.0%. As a reaction SMILES: [N+:1]([C:4]1[CH:5]=[C:6]([CH:14]=[CH:15][CH:16]=1)[O:7][CH2:8][C:9]([O:11][CH2:12][CH3:13])=[O:10])([O-])=O.Cl>C(O)C.[Fe]>[NH2:1][C:4]1[CH:5]=[C:6]([CH:14]=[CH:15][CH:16]=1)[O:7][CH2:8][C:9]([O:11][CH2:12][CH3:13])=[O:10]. Procedure details: A mixture of ethyl 3-nitrophenoxyacetate (10 g) in ethanol (200 ml), iron powder (10 g) and concentrated hydrochloric acid (4.8 ml) was heated at reflux for 5 hours. The solid residue was removed by filtration whilst the mixture was hot, and was washed with warm ethanol. The solvent was evaporated and the residue partitioned between sodium bicarbonate solution and methylene chloride. The aqueous layer was separated and extracted with fresh methylene chloride. The combined organic extracts were d...